From a dataset of the Open Reaction Database (ORD), a public repository of structured organic reaction records. describe an organic reaction: reactants, conditions, products, and yield The reactants are BrC=1C(=C(SC1)C(=O)OC)OC(C(=O)O)C (2-{[4-bromo-2-(methoxycarbonyl)thiophen-3-yl]oxy}propanoic acid), 1H-benzotriazol-1-ol 1 ammonium salt, Cl.C(C)N=C=NCCCN(C)C (1-ethyl-3-(3-dimethylaminopropyl)carbodiimide hydrochloride), CN(C)C=O (DMF). Solvent: O (Water). Yields the product NC(C(OC1=C(SC=C1Br)C(=O)OC)C)=O (methyl 3-(2-amino-1-methyl-2-oxoethoxy)-4-bromothiophene-2-carboxylate). Yield: 88.9%. As a reaction SMILES: [Br:1][C:2]1[C:3]([O:11][CH:12]([CH3:16])[C:13](O)=[O:14])=[C:4]([C:7]([O:9][CH3:10])=[O:8])[S:5][CH:6]=1.Cl.C([N:20]=C=NCCCN(C)C)C.CN(C=O)C>O>[NH2:20][C:13](=[O:14])[CH:12]([CH3:16])[O:11][C:3]1[C:2]([Br:1])=[CH:6][S:5][C:4]=1[C:7]([O:9][CH3:10])=[O:8] |f:1.2|. Procedure: A solution of 2-{[4-bromo-2-(methoxycarbonyl)thiophen-3-yl]oxy}propanoic acid (220 mg), 1H-benzotriazol-1-ol 1 ammonium salt (162 mg), 1-ethyl-3-(3-dimethylaminopropyl)carbodiimide hydrochloride (205 mg) and DMF (4 mL) was stirred at room temperature for 1.5 hr. Water was poured into the reaction mixture, and the mixture was extracted with ethyl acetate. The extract was washed with water and saturated brine, and dried over magnesium sulfate, and the solvent was evaporated under reduced pressure.... Reactants: [Al+3], COc1ccc2oc(C(=O)N(C)OC)c(Br)c2c1, Cl, [H-], [H-], [H-], [H-], [Li+], C1CCOC1. Product: COc1ccc2oc(C=O)c(Br)c2c1. As a reaction SMILES: [Al+3:20].[Br:1][c:2]1[c:3]([C:13](=[O:14])[N:15]([O:16][CH3:17])[CH3:18])[o:4][c:5]2[c:6]1[cH:7][c:8]([O:11][CH3:12])[cH:9][cH:10]2.[ClH:25].[H-:19].[H-:22].[H-:23].[H-:24].[Li+:21].[O:26]1[CH2:27][CH2:28][CH2:29][CH2:30]1>>[Br:1][c:2]1[c:3]([CH:13]=[O:14])[o:4][c:5]2[c:6]1[cH:7][c:8]([O:11][CH3:12])[cH:9][cH:10]2. Reactants: C#CCN(CCC=O)C(=O)Nc1nnc(S(C)=O)s1, Cl, O. The product is C#CCN1CCC(O)N(c2nnc(S(C)=O)s2)C1=O. As a reaction SMILES: [CH2:1]([C:2]#[CH:3])[N:4]([C:5](=[O:6])[NH:7][c:8]1[s:9][c:10]([S:13](=[O:14])[CH3:15])[n:11][n:12]1)[CH2:16][CH2:17][CH:18]=[O:19].[ClH:20].[OH2:21]>>[CH2:1]([C:2]#[CH:3])[N:4]1[C:5](=[O:6])[N:7]([c:8]2[s:9][c:10]([S:13](=[O:14])[CH3:15])[n:11][n:12]2)[CH:18]([OH:19])[CH2:17][CH2:16]1. Reactants: CN(C=1C=C(C(CS(=O)(=O)C)O)C=C(C1N1CCCCC1)N(C)C)C (3,5-bis(dimethylamino)-α-[(methylsulfonyl)methyl]-4-piperidinobenzyl alcohol), C[O-].[Na+] (sodium methylate), N(C1=CC=CC=C1)CCC#N (β-anilinopropionitrile). The solvent is CS(=O)C (dimethylsulfoxide). Procedure details: A mixture of 7.4 g. of 3,5-bis(dimethylamino)-α-[(methylsulfonyl)methyl]-4-piperidinobenzyl alcohol, 1.64 g. of sodium methylate and 4.4 g. of β-anilinopropionitrile in 40 ml. of dimethylsulfoxide was stirred for 2 hours at 50° C. under nitrogen. The mixture was poured into 250 ml. of water, the precipitated product extracted with ethyl acetate, the ethyl acetate solution dried over sodium sulfate and evaporated. By purification of the residue over aluminum oxide with benzene and recrystallizati... As a reaction SMILES: [CH3:1][N:2]([CH3:25])[C:3]1[CH:4]=[C:5]([CH:13]=[C:14]([N:22]([CH3:24])[CH3:23])[C:15]=1[N:16]1[CH2:21][CH2:20][CH2:19][CH2:18][CH2:17]1)[CH:6](O)CS(C)(=O)=O.C[O-].[Na+].[NH:29]([CH2:36][CH2:37][C:38]#[N:39])[C:30]1[CH:35]=[CH:34][CH:33]=[CH:32][CH:31]=1>CS(C)=O>[NH:29]([CH:36]=[C:37]([CH2:6][C:5]1[CH:13]=[C:14]([N:22]([CH3:23])[CH3:24])[C:15]([N:16]2[CH2:17][CH2:18][CH2:19][CH2:20][CH2:21]2)=[C:3]([N:2]([CH3:1])[CH3:25])[CH:4]=1)[C:38]#[N:39])[C:30]1[CH:35]=[CH:34][CH:33]=[CH:32][CH:31]=1 |f:1.2|. Yields the product N(C1=CC=CC=C1)C=C(C#N)CC1=CC(=C(C(=C1)N(C)C)N1CCCCC1)N(C)C (α-(anilinomethylene)-3,5-bis(dimethylamino)-4-piperidinohydrocinnamonitrile). Starting materials: C(C)(C)(C)OC(=O)N1CCN(CC1)C1=CC=C(C=C1)C1=NOC=C1N([C@@H](CC(C)C)C(=O)OC)C(=O)OCC(Cl)(Cl)Cl (methyl N-(3-{4-[4-(tert-butoxycarbonyl)piperazin-1-yl]phenyl}isoxazol-4-yl)-N-[(2,2,2-trichloroethoxy)carbonyl]leucinate), C(C)(=O)O (acetic acid). The reagents and catalysts are [Zn] (zinc). Solvent: C1CCOC1 (THF). Conditions: time 1.5 hour. Yields the product C(C)(C)(C)OC(=O)N1CCN(CC1)C1=CC=C(C=C1)C1=NOC=C1N[C@@H](CC(C)C)C(=O)O (N-(3-{4-[4-(tert-butoxycarbonyl)piperazin-1-yl]phenyl}isoxazol-4-yl)leucine). The yield is 99.9%. As a reaction SMILES: [C:1]([O:5][C:6]([N:8]1[CH2:13][CH2:12][N:11]([C:14]2[CH:19]=[CH:18][C:17]([C:20]3[C:24]([N:25](C(OCC(Cl)(Cl)Cl)=O)[C@H:26]([C:31]([O:33]C)=[O:32])[CH2:27][CH:28]([CH3:30])[CH3:29])=[CH:23][O:22][N:21]=3)=[CH:16][CH:15]=2)[CH2:10][CH2:9]1)=[O:7])([CH3:4])([CH3:3])[CH3:2].C(O)(=O)C>C1COCC1.[Zn]>[C:1]([O:5][C:6]([N:8]1[CH2:13][CH2:12][N:11]([C:14]2[CH:15]=[CH:16][C:17]([C:20]3[C:24]([NH:25][C@H:26]([C:31]([OH:33])=[O:32])[CH2:27][CH:28]([CH3:29])[CH3:30])=[CH:23][O:22][N:21]=3)=[CH:18][CH:19]=2)[CH2:10][CH2:9]1)=[O:7])([CH3:2])([CH3:4])[CH3:3]. Procedure details: To a solution of methyl N-(3-{4-[4-(tert-butoxycarbonyl)piperazin-1-yl]phenyl}isoxazol-4-yl)-N-[(2,2,2-trichloroethoxy)carbonyl]leucinate (1.0 g, 1.55 mmol) in THF (20 mL) was added acetic acid (10 mL) and zinc dust (2.8 g, 42.8 mmol). The mixture was sonicated for 1 min, then stirred 1.5 h at room temperature. The solids were filtered through celite and the filtrate was co-evaporated with heptane. The residue was dissolved in ethyl acetate and washed with aqueous NaHCO3 and brine and concentrat... Reactants: C(#N)C=1C=C2C=CNC2=CC1 (5-cyanoindole), C(=O)([O-])[O-].[K+].[K+] (K2CO3), BrCCCC(=O)[O-] (3-bromomethylpropionate). Solvent: O (H2O), C(C)#N (acetonitrile). Yields the product COC(CCC1=CNC2=CC=C(C=C12)C#N)=O (Methyl-5-cyanoindole-3-propionate). Yield: 99.5%. As a reaction SMILES: [C:1]([C:3]1[CH:4]=[C:5]2[C:9](=[CH:10][CH:11]=1)[NH:8][CH:7]=[CH:6]2)#[N:2].[C:12]([O-])([O-])=O.[K+].[K+].BrC[CH2:20][CH2:21][C:22]([O-:24])=[O:23]>C(#N)C.O>[CH3:12][O:24][C:22](=[O:23])[CH2:21][CH2:20][C:6]1[C:5]2[C:9](=[CH:10][CH:11]=[C:3]([C:1]#[N:2])[CH:4]=2)[NH:8][CH:7]=1 |f:1.2.3|. Reported procedure: To a stirred solution of 5-cyanoindole (1.0 g, 7.0 mmol), K2CO3 (0.966 g, 7.0 mmol) in acetonitrile was added 3-bromomethylpropionate (1.17 g, 7.0 mmol). The mixture was stirred at reflux for 18 h under a nitrogen atmosphere, cooled, diluted with H2O, extracted with ethyl acetate, dried with Na2SO4, filtered and concentrated in vacuo to afford 1.59 g of product. 1H NMR (CD3OD) δ ppm 2.85 (t, 2H, J=6.6 Hz), 3.61 (s, 3H), 4.58 (t, 2H, J=6.6 Hz), 6.61 (s, 1H), 7.42, (m, 3H), 7.62 (d, 1H, J=8.4 Hz),...